This data is from the Open Reaction Database (ORD), a public repository of structured organic reaction records. The task is: describe an organic reaction: reactants, conditions, products, and yield Reactants: C=CCBr, ClCCl, Cl, CC(C)C1CN(C(=O)C(F)(F)F)CCc2cc(O)c(Br)cc21. Yields the product C=CCOc1cc2c(cc1Br)C(C(C)C)CN(C(=O)C(F)(F)F)CC2. Reaction SMILES: [CH2:23]([CH:24]=[CH2:25])[Br:26].[Cl:27][CH2:28][Cl:29].[ClH:30].[F:1][C:2]([C:3](=[O:4])[N:5]1[CH2:6][CH2:7][c:8]2[c:9]([cH:15][c:16]([Br:20])[c:17]([OH:19])[cH:18]2)[CH:10]([CH:12]([CH3:13])[CH3:14])[CH2:11]1)([F:21])[F:22]>>[F:1][C:2]([C:3](=[O:4])[N:5]1[CH2:6][CH2:7][c:8]2[c:9]([cH:15][c:16]([Br:20])[c:17]([O:19][CH2:25][CH:24]=[CH2:23])[cH:18]2)[CH:10]([CH:12]([CH3:13])[CH3:14])[CH2:11]1)([F:21])[F:22]. The reactants are CCCC[N+](CCCC)(CCCC)CCCC, CC(C)[Si](C(C)C)(C(C)C)n1cc(Cc2cc(F)c(OCc3ccc(Cl)cc3)cc2F)c2cccnc21, [F-], C1CCOC1. The product is Fc1cc(OCc2ccc(Cl)cc2)c(F)cc1Cc1c[nH]c2ncccc12. As a reaction SMILES: [CH2:39]([N+:40]([CH2:41][CH2:42][CH2:43][CH3:44])([CH2:45][CH2:46][CH2:47][CH3:48])[CH2:49][CH2:50][CH2:51][CH3:52])[CH2:53][CH2:54][CH3:55].[Cl:1][c:2]1[cH:3][cH:4][c:5]([CH2:6][O:7][c:8]2[cH:9][c:10]([F:35])[c:11]([CH2:12][c:13]3[cH:14][n:15]([Si:22]([CH:23]([CH3:24])[CH3:25])([CH:26]([CH3:27])[CH3:28])[CH:29]([CH3:30])[CH3:31])[c:16]4[n:17][cH:18][cH:19][cH:20][c:21]34)[cH:32][c:33]2[F:34])[cH:36][cH:37]1.[F-:38].[O:56]1[CH2:57][CH2:58][CH2:59][CH2:60]1>>[Cl:1][c:2]1[cH:3][cH:4][c:5]([CH2:6][O:7][c:8]2[cH:9][c:10]([F:35])[c:11]([CH2:12][c:13]3[cH:14][nH:15][c:16]4[n:17][cH:18][cH:19][cH:20][c:21]34)[cH:32][c:33]2[F:34])[cH:36][cH:37]1. The reactants are FC=1C=CC=2N(C1)C=NN2 (6-Fluoro-[1,2,4]triazolo[4,3-a]pyridine), C(Cl)Cl (DCM), BrN1C(CCC1=O)=O (N-bromosuccinimide). Run at temperature 45 celsius. The product is ClC1=NN=C2N1C=C(C=C2)F (3-Chloro-6-fluoro-[1,2,4]triazolo[4,3-a]pyridine). Isolated yield 63.0%. As a reaction SMILES: [F:1][C:2]1[CH:3]=[CH:4][C:5]2[N:6]([CH:8]=[N:9][N:10]=2)[CH:7]=1.BrN1C(=O)CCC1=O.C(Cl)[Cl:20]>>[Cl:20][C:8]1[N:6]2[CH:7]=[C:2]([F:1])[CH:3]=[CH:4][C:5]2=[N:10][N:9]=1. Procedure details: Intermediate 14a (908 mg, 6.60 mmol) was dissolved in DCM (50 mL) and N-bromosuccinimide (1.29 g, 7.26 mmol) added. The reaction was heated to 45° C. for 4 h, then cooled and partitioned between DCM (150 mL) and saturated aqueous NaHCO3 (150 mL), and extracted into DCM (3×). The combined organic layers were washed with brine, dried (MgSO4) and evaporated in vacuo. Purification by FCC, using 0-5% [2M NH3 in MeOH] in DCM, gave the title compound (900 mg, 63%). LCMS (Method 1): Rt 1.94 min, m/z 216... The reactants are OC1=CC(OC(C1)(CCC1=CC(=CC=C1)O)CCC1=CC(=CC=C1)O)=O (4-Hydroxy-6,6-bis-[2-(3-hydroxy-phenyl)-ethyl]-5,6-dihydro-pyran-2-one), C(C)(C)(C)C1=C(C=C(C(=C1)OS(N(C)C)(=O)=O)C)SS(=O)(=O)C1=CC=C(C=C1)C (toluene-4-thiosulfonic acid S-(2-tert-butyl-4-dimethylsulfamoyloxy-5-methyl-phenyl) ester), C(=O)([O-])[O-].[K+].[K+] (K2CO3). The solvent is CN(C)C=O (DMF). Yields the product C(C)(C)(C)C=1C(=CC(=C(C1)OS(N(C)C)(=O)=O)C)SC=1C(OC(CC1O)(CCC1=CC(=CC=C1)O)CCC1=CC(=CC=C1)O)=O (Dimethyl-sulfamic acid 5-tert-butyl-4-{4-hydroxy-6,6-bis-[2-(3-hydroxy-phenyl)-ethyl]-2-oxo-5,6-dihydro-2H-pyran-3-yisulfanyl}-2-methyl-phenyl ester). As a reaction SMILES: [OH:1][C:2]1[CH2:7][C:6]([CH2:17][CH2:18][C:19]2[CH:24]=[CH:23][CH:22]=[C:21]([OH:25])[CH:20]=2)([CH2:8][CH2:9][C:10]2[CH:15]=[CH:14][CH:13]=[C:12]([OH:16])[CH:11]=2)[O:5][C:4](=[O:26])[CH:3]=1.[C:27]([C:31]1[CH:36]=[C:35]([O:37][S:38](=[O:43])(=[O:42])[N:39]([CH3:41])[CH3:40])[C:34]([CH3:44])=[CH:33][C:32]=1[S:45]S(C1C=CC(C)=CC=1)(=O)=O)([CH3:30])([CH3:29])[CH3:28].C([O-])([O-])=O.[K+].[K+]>CN(C=O)C>[C:27]([C:31]1[C:32]([S:45][C:3]2[C:4](=[O:26])[O:5][C:6]([CH2:17][CH2:18][C:19]3[CH:24]=[CH:23][CH:22]=[C:21]([OH:25])[CH:20]=3)([CH2:8][CH2:9][C:10]3[CH:15]=[CH:14][CH:13]=[C:12]([OH:16])[CH:11]=3)[CH2:7][C:2]=2[OH:1])=[CH:33][C:34]([CH3:44])=[C:35]([O:37][S:38](=[O:42])(=[O:43])[N:39]([CH3:40])[CH3:41])[CH:36]=1)([CH3:30])([CH3:29])[CH3:28] |f:2.3.4|. Reported procedure: The compound was synthesized following General Method 9 and using 77 mg (0.2 mmol) of 4-hydroxy-6,6-bis-[2-(3-hydroxy-phenyl)-ethyl]-5,6-dihydro-pyran-2-one (prepared in Example XX), 100 mg (0.2 mmol) of toluene-4-thiosulfonic acid S-(2-tert-butyl-4-dimethylsulfamoyloxy-5-methyl-phenyl) ester (prepared in Example UUU), 18 mg (0.8 mmol) of K2CO3 and 5 mL of DMF. The reaction was worked up as described and chromatographed on silica gel, eluting with (1:1 CH2Cl2 :EtOAc+2% MeOH), to give the title c... RXN SMILES: [CH3:26][OH:27].[F:1][c:2]1[cH:3][c:4](-[c:16]2[cH:17][n:18][cH:19][c:20]([N+:23]([O-:24])=[O:25])[c:21]2[NH2:22])[cH:5][c:6]([CH2:8][N:9]2[CH2:10][CH2:11][N:12]([CH3:15])[CH2:13][CH2:14]2)[cH:7]1>>[F:1][c:2]1[cH:3][c:4](-[c:16]2[cH:17][n:18][cH:19][c:20]([NH2:23])[c:21]2[NH2:22])[cH:5][c:6]([CH2:8][N:9]2[CH2:10][CH2:11][N:12]([CH3:15])[CH2:13][CH2:14]2)[cH:7]1. The reactants are CO, CN1CCN(Cc2cc(F)cc(-c3cncc([N+](=O)[O-])c3N)c2)CC1. Yields the product CN1CCN(Cc2cc(F)cc(-c3cncc(N)c3N)c2)CC1.